From a dataset of the Open Reaction Database (ORD), a public repository of structured organic reaction records. describe an organic reaction: reactants, conditions, products, and yield The reactants are ClC=1C=C(C=CC1Cl)[C@@H]1C2=C(C(N[C@H]1C(=O)O)=O)SC(=C2)N2CCOCC2 (rel-(4R,5R)-4-(3,4-dichlorophenyl)-2-(morpholin-4-yl)-7-oxo-4,5,6,7-tetrahydrothieno[2,3-c]pyridine-5-carboxylic acid), Cl.CN(CCCN=C=NCC)C (N-(3-dimethylaminopropyl)-N′-ethylcarbodiimide hydrochloride), O.ON1N=NC2=C1C=CC=C2 (1-hydroxybenzotriazole hydrate), [OH-].[NH4+] (ammonium hydroxide), O (water). Conditions: time 8 hour. Product: ClC=1C=C(C=CC1Cl)[C@@H]1C2=C(C(N[C@H]1C(=O)N)=O)SC(=C2)N2CCOCC2 (rel-(4R,5R)-4-(3,4-dichlorophenyl)-2-(morpholin-4-yl)-7-oxo-4,5,6,7-tetrahydrothieno[2,3-c]pyridine-5-carboxamide). Reported procedure: To a mixture of rel-(4R,5R)-4-(3,4-dichlorophenyl)-2-(morpholin-4-yl)-7-oxo-4,5,6,7-tetrahydrothieno[2,3-c]pyridine-5-carboxylic acid (0.100 g, 0.234 mmol), N-(3-dimethylaminopropyl)-N′-ethylcarbodiimide hydrochloride (0.090 g, 0.47 mmol), 1-hydroxybenzotriazole hydrate (0.072 g, 0.47 mmol) in methylene chloride (4 mL) was added a solution of 33% ammonium hydroxide in water (0.40 mL, 4.7 mmol). The mixture was stirred at rt overnight. The mixture was concentrated and the residue was purified by ... Reaction SMILES: [Cl:1][C:2]1[CH:3]=[C:4]([C@H:9]2[C@H:14]([C:15](O)=[O:16])[NH:13][C:12](=[O:18])[C:11]3[S:19][C:20]([N:22]4[CH2:27][CH2:26][O:25][CH2:24][CH2:23]4)=[CH:21][C:10]2=3)[CH:5]=[CH:6][C:7]=1[Cl:8].Cl.C[N:30](C)CCCN=C=NCC.O.ON1C2C=CC=CC=2N=N1.[OH-].[NH4+].O>C(Cl)Cl>[Cl:1][C:2]1[CH:3]=[C:4]([C@H:9]2[C@H:14]([C:15]([NH2:30])=[O:16])[NH:13][C:12](=[O:18])[C:11]3[S:19][C:20]([N:22]4[CH2:23][CH2:24][O:25][CH2:26][CH2:27]4)=[CH:21][C:10]2=3)[CH:5]=[CH:6][C:7]=1[Cl:8] |f:1.2,3.4,5.6|. Solvent: C(Cl)Cl (methylene chloride). Starting materials: [BH4-].[Na+] (sodium borohydride), C(CC)(=O)C1=C(C=2CC3=C(C=CC=C3C2C=C1)F)F (2-propionyl-1,8-difluorofluorene), Cl (hydrochloric acid). The solvent is CO (methanol). Run at time 2 hour. The product is C(=CC)C1=C(C=2CC3=C(C=CC=C3C2C=C1)F)F (2-(propen-1-yl)-1,8-difluorofluorene). The yield is 100.4%. Reaction SMILES: [BH4-].[Na+].[C:3]([C:7]1[CH:19]=[CH:18][C:17]2[C:16]3[C:11](=[C:12]([F:20])[CH:13]=[CH:14][CH:15]=3)[CH2:10][C:9]=2[C:8]=1[F:21])(=O)[CH2:4][CH3:5].Cl>CO>[CH:3]([C:7]1[CH:19]=[CH:18][C:17]2[C:16]3[C:11](=[C:12]([F:20])[CH:13]=[CH:14][CH:15]=3)[CH2:10][C:9]=2[C:8]=1[F:21])=[CH:4][CH3:5] |f:0.1|. Reported procedure: 1.5 g of sodium borohydride was added to a mixture of 20.5 g of 2-propionyl-1,8-difluorofluorene (K-2) and 100 ml of methanol at a temperature of −10° C., and the temperature was gradually raised, and then held at 0° C. for two hours to allow the reaction to proceed. Following completion of the reaction, 30 ml of 1N dilute hydrochloric acid was added to the cooled reaction mixture, and the methanol was then removed by evaporation under reduced pressure. The residue was then extracted into 100 ml... The reactants are C(C)[C@]1(CC(OCC2=C1C=CN=C2OC)=O)O ((+)-(5R)-5-Ethyl-5-hydroxy-1-methoxy-5.6-dihydro-9H-8-oxa-2-aza-benzocyclohepten-7-one), S(=O)([O-])[O-].[Na+].[Na+].[Cl-].[Na+].O (sodium sulfite brine), [I-].[Na+] (Sodium iodide), Cl[Si](C)(C)C (chlorotrimethylsilane). The solvent is O (H2O), C(C)#N (acetonitrile). Reaction conditions: temperature 60 celsius. Yields the product C(C)[C@]1(CC(OCC2=C1C=CNC2=O)=O)O ((+)-(5R)-5-Ethyl-5-hydroxy-2,5,6,9-tetrahydro-8-oxa-2-aza-benzocycloheptene-1,7-dione). The yield is 15.5%. As a reaction SMILES: [CH2:1]([C@:3]1([OH:17])[C:9]2[CH:10]=[CH:11][N:12]=[C:13]([O:14]C)[C:8]=2[CH2:7][O:6][C:5](=[O:16])[CH2:4]1)[CH3:2].[I-].[Na+].Cl[Si](C)(C)C.S([O-])([O-])=O.[Na+].[Na+].[Cl-].[Na+].O>O.C(#N)C>[CH2:1]([C@:3]1([OH:17])[C:9]2[CH:10]=[CH:11][NH:12][C:13](=[O:14])[C:8]=2[CH2:7][O:6][C:5](=[O:16])[CH2:4]1)[CH3:2] |f:1.2,4.5.6.7.8.9|. Procedure details: To a dry round-bottom flask was added lactone 10b (0.07 g, 0.3 mmol) followed by dry acetonitrile (1 mL). Sodium iodide (0.07 g, 0.49 mmol) was added followed by chlorotrimethylsilane (0.06 mL, 0.49 mmol). The resulting mixture was stirred at rt for 15 min at which point H2O was added (2.7 μL, 0.15 mmol) and the reaction mixture was heated to 60° C. for 7 h. The mixture was then poured into a 1:1 solution of 5% sodium sulfite/brine (7 mL) and then quickly extracted with ethyl acetate (4×5 mL). T... Starting materials: C1CCOC1, CO, CCOC(=O)C(C)(C)Cc1ccc(S(=O)(=O)CCc2c(CCNS(=O)(=O)Cc3ccc(Cl)c(Cl)c3)n(C(c3ccccc3)c3ccccc3)c3ccc(Cl)cc23)cc1, [Na+], [OH-]. Yields the product CC(C)(Cc1ccc(S(=O)(=O)CCc2c(CCNS(=O)(=O)Cc3ccc(Cl)c(Cl)c3)n(C(c3ccccc3)c3ccccc3)c3ccc(Cl)cc23)cc1)C(=O)O. Reaction SMILES: [CH2:59]1[O:60][CH2:61][CH2:62][CH2:63]1.[CH3:66][OH:67].[CH:1]([c:2]1[cH:3][cH:4][cH:5][cH:6][cH:7]1)([c:8]1[cH:9][cH:10][cH:11][cH:12][cH:13]1)[n:14]1[c:15]([CH2:44][CH2:45][NH:46][S:47](=[O:48])(=[O:49])[CH2:50][c:51]2[cH:52][c:53]([Cl:58])[c:54]([Cl:57])[cH:55][cH:56]2)[c:16]([CH2:24][CH2:25][S:26](=[O:27])(=[O:28])[c:29]2[cH:30][cH:31][c:32]([CH2:35][C:36]([C:37](=[O:38])[O:39][CH2:40][CH3:41])([CH3:42])[CH3:43])[cH:33][cH:34]2)[c:17]2[cH:18][c:19]([Cl:23])[cH:20][cH:21][c:22]12.[Na+:65].[OH-:64]>>[CH:1]([c:2]1[cH:3][cH:4][cH:5][cH:6][cH:7]1)([c:8]1[cH:9][cH:10][cH:11][cH:12][cH:13]1)[n:14]1[c:15]([CH2:44][CH2:45][NH:46][S:47](=[O:48])(=[O:49])[CH2:50][c:51]2[cH:52][c:53]([Cl:58])[c:54]([Cl:57])[cH:55][cH:56]2)[c:16]([CH2:24][CH2:25][S:26](=[O:27])(=[O:28])[c:29]2[cH:30][cH:31][c:32]([CH2:35][C:36]([C:37](=[O:38])[OH:39])([CH3:42])[CH3:43])[cH:33][cH:34]2)[c:17]2[cH:18][c:19]([Cl:23])[cH:20][cH:21][c:22]12. Reactants: C(C)(C)(C)OC(=O)N1[C@@H]2CC[C@@H]([C@H](C1=O)C2)NC(=O)OCC2=CC=CC=C2 ((1R,2S,5R)-2-benzyloxycarbonylamino-7-oxo-6-aza-bicyclo[3.2.1]octane-6-carboxylic acid tert-butyl ester), O (water), C([O-])(O)=O.[Na+] (sodium bicarbonate), [BH4-].[Na+] (sodium borohydride). Solvent: O1CCCC1 (tetrahydrofuran). Run at time 2 hour. Product: C(C)(C)(C)OC(N[C@H]1C[C@H]([C@H](CC1)NC(=O)OCC1=CC=CC=C1)CO)=O ((1R,3R,4S)-(4-benzyloxycarbonylamino-3-hydroxymethylcyclohexyl)carbamic acid tert-butyl ester). Isolated yield 65.8%. As a reaction SMILES: [C:1]([O:5][C:6]([N:8]1[C:14](=[O:15])[C@@H:13]2[CH2:16][C@H:9]1[CH2:10][CH2:11][C@@H:12]2[NH:17][C:18]([O:20][CH2:21][C:22]1[CH:27]=[CH:26][CH:25]=[CH:24][CH:23]=1)=[O:19])=[O:7])([CH3:4])([CH3:3])[CH3:2].O.[BH4-].[Na+].C(=O)(O)[O-].[Na+]>O1CCCC1>[C:1]([O:5][C:6](=[O:7])[NH:8][C@@H:9]1[CH2:10][CH2:11][C@H:12]([NH:17][C:18]([O:20][CH2:21][C:22]2[CH:23]=[CH:24][CH:25]=[CH:26][CH:27]=2)=[O:19])[C@H:13]([CH2:14][OH:15])[CH2:16]1)([CH3:4])([CH3:2])[CH3:3] |f:2.3,4.5|. Procedure: A solution of (1R,2S,5R)-2-benzyloxycarbonylamino-7-oxo-6-aza-bicyclo[3.2.1]octane-6-carboxylic acid tert-butyl ester (10.21 g, 27.3 mmol) in tetrahydrofuran (200 mL) was treated with water (40 mL) and then with sodium borohydride (5.16 g, 136 mmol). The mixture was stirred at room temperature for 2 h, then was treated with saturated aqueous sodium bicarbonate and stirred until the bubbling subsided. The mixture was extracted three times with ethyl acetate. The combined extracts were washed with... Reactants: C(C)OC(C(C(CCl)=O)=CC1=CC=CC=C1)=O (2-benzylidene-3-oxo-4-chlorobutyric acid ethyl ester), NC(=S)N (thiourea), C(C)(=O)[O-].[Na+] (sodium acetate). Solvent: O1CCCC1 (tetrahydrofuran), O (water). Reaction conditions: time 8 hour. Product: C(C)OC(C(=CC1=CC=CC=C1)C=1N=C(SC1)N)=O (2-(2-aminothiazol-4-yl)-3-phenylpropenoic acid ethyl ester). As a reaction SMILES: [CH2:1]([O:3][C:4](=[O:17])[C:5](=[CH:10][C:11]1[CH:16]=[CH:15][CH:14]=[CH:13][CH:12]=1)[C:6](=O)[CH2:7]Cl)[CH3:2].[NH2:18][C:19]([NH2:21])=[S:20].C([O-])(=O)C.[Na+]>O1CCCC1.O>[CH2:1]([O:3][C:4](=[O:17])[C:5]([C:6]1[N:18]=[C:19]([NH2:21])[S:20][CH:7]=1)=[CH:10][C:11]1[CH:16]=[CH:15][CH:14]=[CH:13][CH:12]=1)[CH3:2] |f:2.3|. Reported procedure: 209.2 g of 2-benzylidene-3-oxo-4-chlorobutyric acid ethyl ester (described in J. Amer. Chem. Soc. 66, 1933 (1944)), 63.2 g of thiourea and 104.6 g of sodium acetate were dissolved in a mixture of 1,460 ml of tetrahydrofuran and 630 ml of water. The solution was stirred overnight at room temperature and the tetrahydrofuran was then evaporated off. The aqueous phase was adjusted to pH 8 and extracted three times with ethyl acetate. Drying and evaporation of the organic phase gave a viscous oil, wh... RXN SMILES: [H-].[H-].[H-].[H-].[Li+].[Al+3].[N:7]12[CH2:16][CH:11]3[CH2:12][CH:13]([CH2:15][CH:9]([CH:10]3[C:17](OCC)=[O:18])[CH2:8]1)[CH2:14]2.O.[OH-].[Na+]>C1COCC1>[N:7]12[CH2:16][CH:11]3[CH2:12][CH:13]([CH2:15][CH:9]([CH:10]3[CH2:17][OH:18])[CH2:8]1)[CH2:14]2 |f:0.1.2.3.4.5,8.9|. Starting materials: N12CC3C(C(CC(C1)C3)C2)C(=O)OCC (ethyl 1-azatricyclo[3.3.1.13,7]decane-4-carboxylate), [OH-].[Na+] (NaOH), [H-].[H-].[H-].[H-].[Li+].[Al+3] (LAH), O (water), O (water). Procedure details: To a suspension of LAH in THF was added dropwise a solution of ethyl 1-azatricyclo[3.3.1.13,7]decane-4-carboxylate in THF at 0 to 5° C., followed by stirring at the same temperature for 1 hour. Under ice-cooling, to the reaction mixture were added water, a 15% aqueous NaOH solution, and then water in this order. The insolubles were removed by filtration through Celite, followed by washing with EtOAc. The filtrate was dried over MgSO4 and then concentrated under reduced pressure to obtain 1-azatr... The solvent is C1CCOC1 (THF), C1CCOC1 (THF). Reaction conditions: time 1 hour. The product is N12CC3C(C(CC(C1)C3)C2)CO (1-azatricyclo[3.3.1.13,7]decan-4-yl methanol).